Dataset: the Open Reaction Database (ORD), a public repository of structured organic reaction records. Task: describe an organic reaction: reactants, conditions, products, and yield Starting materials: Cl.C(C)(=O)OCC (hydrochloric acid ethyl acetate), C(=O)(OC(C)(C)C)N(CCO)CC1=CC=CC=C1 (N-Boc-2-benzylaminoethanol), Cl.C(C)(=O)OCC (hydrochloric acid ethyl acetate), C(C1=CC=CC=C1)(=O)C1N(CC2=CC(=CC=C2C1)F)C(=O)OC (3-benzoyl-7-fluoro-2-methoxycarbonyl-1,2,3,4-tetrahydroisoquinoline), Cl (hydrochloric acid), C([O-])(O)=O.[Na+] (sodium bicarbonate), [OH-].[Na+] (sodium hydroxide), C(C)(=O)O[BH-](OC(C)=O)OC(C)=O.[Na+] (sodium triacetoxyborohydride). Reagents/catalysts: [Pd] (Pd-C). The solvent is C1(=CC=CC=C1)C (toluene), C(C)(=O)O (acetic acid), C(C)O (ethanol), O (water). Run at time 48 hour. The product is C(C1=CC=CC=C1)NCCN1CC2=CC(=CC=C2CC1CC1=CC=CC=C1)F (N-benzyl-2-[3-benzyl-7-fluoro-3,4-dihydroisoquinolin-2(1H)-yl]ethanamine). The yield is 14.9%. As a reaction SMILES: [C:1]([CH:9]1[CH2:18][C:17]2[C:12](=[CH:13][C:14]([F:19])=[CH:15][CH:16]=2)[CH2:11][N:10]1[C:20](OC)=O)(=O)[C:2]1[CH:7]=[CH:6][CH:5]=[CH:4][CH:3]=1.Cl.[OH-].[Na+].Cl.C(OCC)(=O)C.[C:34]([N:41]([CH2:45][C:46]1[CH:51]=[CH:50][CH:49]=[CH:48][CH:47]=1)CCO)(OC(C)(C)C)=O.C(O[BH-](OC(=O)C)OC(=O)C)(=O)C.[Na+].C(=O)(O)[O-].[Na+]>C(O)C.C1(C)C=CC=CC=1.[Pd].C(O)(=O)C.O>[CH2:45]([NH:41][CH2:34][CH2:20][N:10]1[CH:9]([CH2:1][C:2]2[CH:7]=[CH:6][CH:5]=[CH:4][CH:3]=2)[CH2:18][C:17]2[C:12](=[CH:13][C:14]([F:19])=[CH:15][CH:16]=2)[CH2:11]1)[C:46]1[CH:51]=[CH:50][CH:49]=[CH:48][CH:47]=1 |f:2.3,4.5,7.8,9.10|. Procedure: A solution of 12 mg of 3-benzoyl-7-fluoro-2-methoxycarbonyl-1,2,3,4-tetrahydroisoquinoline in 2 mL of a 6 N aqueous hydrochloric acid solution was reacted under reflux for 16 hours. Under ice-cooling, the reaction liquid was diluted by addition of water, alkalized with 5 N sodium hydroxide, and extracted with chloroform. The organic layer was washed with saturated brine, dried over anhydrous sodium sulfate, and concentrated under reduced pressure to obtain a yellow oily substance. 10 mg of the o... The reactants are ClC1=CC=C(C=C1)CCC1=C(N(C2=CC=C(C=C12)O)CCC)C (3-[2-(4-chloro-phenyl)-ethyl]-2-methyl-1-propyl-1H-indole-5-ol), C(C)OC(C(C)(C)Br)=O (2-bromo-2-methyl-propanoic acid ethylester). Yields the product C(C)OC(C(C)(C)OC=1C=C2C(=C(N(C2=CC1)CCC)C)CCC1=CC=C(C=C1)Cl)=O (2-{3-[2-(4-Chloro-phenyl)-ethyl]-2-methyl-1-propyl-1H-indole-5-yloxy}-2-methyl-propanoic acid ethylester). RXN SMILES: [Cl:1][C:2]1[CH:7]=[CH:6][C:5]([CH2:8][CH2:9][C:10]2[C:18]3[C:13](=[CH:14][CH:15]=[C:16]([OH:19])[CH:17]=3)[N:12]([CH2:20][CH2:21][CH3:22])[C:11]=2[CH3:23])=[CH:4][CH:3]=1.[CH2:24]([O:26][C:27](=[O:32])[C:28](Br)([CH3:30])[CH3:29])[CH3:25]>>[CH2:24]([O:26][C:27](=[O:32])[C:28]([O:19][C:16]1[CH:17]=[C:18]2[C:13](=[CH:14][CH:15]=1)[N:12]([CH2:20][CH2:21][CH3:22])[C:11]([CH3:23])=[C:10]2[CH2:9][CH2:8][C:5]1[CH:6]=[CH:7][C:2]([Cl:1])=[CH:3][CH:4]=1)([CH3:30])[CH3:29])[CH3:25]. Procedure details: The above compound was prepared from 3-[2-(4-chloro-phenyl)-ethyl]-2-methyl-1-propyl-1H-indole-5-ol and 2-bromo-2-methyl-propanoic acid ethylester using a procedure analogous to that of Example 10. Starting materials: O=C1CCC(=O)N1Br, Cc1ccc(-c2nc3ccccc3o2)cc1Br, O=C(OOC(=O)c1ccccc1)c1ccccc1, ClC(Cl)(Cl)Cl. The product is BrCc1ccc(-c2nc3ccccc3o2)cc1Br. As a reaction SMILES: [Br:18][N:19]1[C:20](=[O:21])[CH2:22][CH2:23][C:24]1=[O:25].[Br:1][c:2]1[cH:3][c:4](-[c:9]2[o:10][c:11]3[c:12]([n:13]2)[cH:14][cH:15][cH:16][cH:17]3)[cH:5][cH:6][c:7]1[CH3:8].[C:26]([O:27][O:28][C:29](=[O:30])[c:31]1[cH:32][cH:33][cH:34][cH:35][cH:36]1)(=[O:37])[c:38]1[cH:39][cH:40][cH:41][cH:42][cH:43]1.[C:44]([Cl:45])([Cl:46])([Cl:47])[Cl:48]>>[Br:1][c:2]1[cH:3][c:4](-[c:9]2[o:10][c:11]3[c:12]([n:13]2)[cH:14][cH:15][cH:16][cH:17]3)[cH:5][cH:6][c:7]1[CH2:8][Br:18]. Reactants: C(C)(C)(C)OC(=O)N1C[C@H](CCC1)OC=1C=C2C(=CNC(C2=CC1)=O)C ((S)-3-(4-Methyl-1-oxo-1,2-dihydroisoquinolin-6-yloxy)piperidine-1-carboxylic acid tert-butyl ester), C(=O)(C(F)(F)F)O (TFA). Run in C(Cl)Cl (DCM). Run at time 2 hour. The product is CC1=CNC(C2=CC=C(C=C12)O[C@@H]1CNCCC1)=O ((S)-4-methyl-6-(piperidin-3-yloxy)-2H-isoquinolin-1-one). As a reaction SMILES: C(OC([N:8]1[CH2:13][CH2:12][CH2:11][C@H:10]([O:14][C:15]2[CH:16]=[C:17]3[C:22](=[CH:23][CH:24]=2)[C:21](=[O:25])[NH:20][CH:19]=[C:18]3[CH3:26])[CH2:9]1)=O)(C)(C)C.C(O)(C(F)(F)F)=O>C(Cl)Cl>[CH3:26][C:18]1[C:17]2[C:22](=[CH:23][CH:24]=[C:15]([O:14][C@H:10]3[CH2:11][CH2:12][CH2:13][NH:8][CH2:9]3)[CH:16]=2)[C:21](=[O:25])[NH:20][CH:19]=1. Procedure: The crude (S)-3-(4-Methyl-1-oxo-1,2-dihydroisoquinolin-6-yloxy)piperidine-1-carboxylic acid tert-butyl ester was dissolved in 2 ml of DCM and excess TFA added (0.2 ml). After stirring for 2 hours the solvent was removed under reduced pressure and the residue dissolved in methanol and partially purified by ion exchange chromatography. Further purification by prep-HPLC gave (S)-4-methyl-6-(piperidin-3-yloxy)-2H-isoquinolin-1-one, El-MS: m/z=259.1 [M+H]+. The reactants are COC1=CC=C2SCCC(C2=C1)=O (3,4-dihydro-7-methoxy-4-thia-1(2H)naphthalenone), C(C)OC(N(C)C)OCC (N,N-dimethylformamide diethyl acetal). Yields the product CN(C)C=C1C(C2=CC(=CC=C2SC1)OC)=O (3,4-dihydro-2-dimethylaminomethylene-7-methoxy-4-thia-1(2H)-naphthalenone), product. As a reaction SMILES: [CH3:1][O:2][C:3]1[CH:12]=[C:11]2[C:6]([S:7][CH2:8][CH2:9][C:10]2=[O:13])=[CH:5][CH:4]=1.C(O[CH:17](OCC)[N:18]([CH3:20])[CH3:19])C>>[CH3:17][N:18]([CH:20]=[C:9]1[CH2:8][S:7][C:6]2[C:11](=[CH:12][C:3]([O:2][CH3:1])=[CH:4][CH:5]=2)[C:10]1=[O:13])[CH3:19]. Reported procedure: The 3,4-dihydro-2-dimethylaminomethylene-7-methoxy-4-thia-1(2H)-naphthalenone starting material was prepared from 3,4-dihydro-7-methoxy-4-thia-1(2H)naphthalenone (1.0 g, 5.2 mmol [Degani, I. et al, Boll. Sci. Fac. Chim. Ind. Bologna (1966), 24(2-3) 75-91], and N,N-dimethylformamide diethyl acetal (2.7 ml, 15.6 mmol) to give the product as a mustard yellow solid (1.06 g). δH (CDCl3) 7.63 (1H, J 2.9 Hz), 7.60 (1H, s), 7.17 (1H, d, J 8. Hz), 6.90 (1H, dd, J 2.9, 8.4 Hz), 3.98 (2H, s), 3.83 (3H, s) ...